This data is from the Open Reaction Database (ORD), a public repository of structured organic reaction records. The task is: describe an organic reaction: reactants, conditions, products, and yield The solvent is O (Water). Run at time 8 hour. Reported procedure: 1,3-dibromo propane (1.3 mL, 12.65 mmol) and cesium carbonate (4.1 g, 12.65 mmol) was added to the DMF (18 mL) solution of 2-chloro-5-nitro phenol (2.0 g, 11.5 mmol) and the reaction mixture stirred overnight at room temperature. Water (20 mL) was added to the mixture, extracted with DCM (3×25 mL) and combined extracts were dried over sodium sulfate and concentrated in vacuo. The crude product was purified by flash column chromatography to get the title compound 26a in 64% (2.176 g) yield as col... Reaction SMILES: [Br:1][CH2:2][CH2:3][CH2:4]Br.C(=O)([O-])[O-].[Cs+].[Cs+].CN(C=O)C.[Cl:17][C:18]1[CH:23]=[CH:22][C:21]([N+:24]([O-:26])=[O:25])=[CH:20][C:19]=1[OH:27]>O>[Br:1][CH2:2][CH2:3][CH2:4][O:27][C:19]1[CH:20]=[C:21]([N+:24]([O-:26])=[O:25])[CH:22]=[CH:23][C:18]=1[Cl:17] |f:1.2.3|. Reactants: BrCCCBr (1,3-dibromo propane), C([O-])([O-])=O.[Cs+].[Cs+] (cesium carbonate), CN(C)C=O (DMF), ClC1=C(C=C(C=C1)[N+](=O)[O-])O (2-chloro-5-nitro phenol). Yields the product BrCCCOC1=C(C=CC(=C1)[N+](=O)[O-])Cl (2-(3-bromo-propoxy)-1-chloro-4-nitro benzene). Starting materials: COC(=O)C1(C)CC(O)OC1COCc1ccccc1, CC(=O)OC(C)=O, CN(C)c1ccncc1, CCOC(C)=O, c1ccncc1. Product: COC(=O)C1(C)CC(OC(C)=O)OC1COCc1ccccc1. Reaction SMILES: [CH3:1][O:2][C:3](=[O:4])[C:5]1([CH3:20])[CH:6]([CH2:11][O:12][CH2:13][c:14]2[cH:15][cH:16][cH:17][cH:18][cH:19]2)[O:7][CH:8]([OH:10])[CH2:9]1.[CH3:21][C:22](=[O:23])[O:24][C:25](=[O:26])[CH3:27].[CH3:34][N:35]([c:36]1[cH:37][cH:38][n:39][cH:40][cH:41]1)[CH3:42].[CH3:43][CH2:44][O:45][C:46](=[O:47])[CH3:48].[cH:28]1[cH:29][cH:30][n:31][cH:32][cH:33]1>>[CH3:1][O:2][C:3](=[O:4])[C:5]1([CH3:20])[CH:6]([CH2:11][O:12][CH2:13][c:14]2[cH:15][cH:16][cH:17][cH:18][cH:19]2)[O:7][CH:8]([O:10][C:22]([CH3:21])=[O:23])[CH2:9]1. The reactants are C(C)(=O)N(C1C2=C(N(CCC1)C(=O)Cl)C=C(C=C2)Cl)CC2=CC(=CC(=C2)C(F)(F)F)C(F)(F)F (5-[Acetyl-(3,5-bis-trifluoromethyl-benzyl)-amino]-8-chloro-2,3,4,5-tetrahydro-benzo[b]azepine-1-carbonyl chloride), N (ammonia). Run in CCOC(=O)C (EtOAc). Reaction conditions: temperature 70 celsius. The product is C(C)(=O)N(C1C2=C(N(CCC1)C(=O)N)C=C(C=C2)Cl)CC2=CC(=CC(=C2)C(F)(F)F)C(F)(F)F (5-[Acetyl-(3,5-bis-trifluoromethyl-benzyl)-amino]-8-chloro-2,3,4,5-tetrahydro-benzo[b]azepine-1-carboxylic acid amide). Reaction SMILES: [C:1]([N:4]([CH2:20][C:21]1[CH:26]=[C:25]([C:27]([F:30])([F:29])[F:28])[CH:24]=[C:23]([C:31]([F:34])([F:33])[F:32])[CH:22]=1)[CH:5]1[CH2:11][CH2:10][CH2:9][N:8]([C:12](Cl)=[O:13])[C:7]2[CH:15]=[C:16]([Cl:19])[CH:17]=[CH:18][C:6]1=2)(=[O:3])[CH3:2].[NH3:35]>CCOC(C)=O>[C:1]([N:4]([CH2:20][C:21]1[CH:26]=[C:25]([C:27]([F:30])([F:29])[F:28])[CH:24]=[C:23]([C:31]([F:33])([F:32])[F:34])[CH:22]=1)[CH:5]1[CH2:11][CH2:10][CH2:9][N:8]([C:12]([NH2:35])=[O:13])[C:7]2[CH:15]=[C:16]([Cl:19])[CH:17]=[CH:18][C:6]1=2)(=[O:3])[CH3:2]. Procedure details: A mixture of 5-[Acetyl-(3,5-bis-trifluoromethyl-benzyl)-amino]-8-chloro-2,3,4,5-tetrahydro-benzo[b]azepine-1-carbonyl chloride (0.1 mmol, 50.0 mg) and ammonia (1.0 mmol, 1.0 mL, 1M in MeOH) was refluxed at 70° C. for 6 h with vigorous stirring. The solvent was removed in vacuo and the crude product was purified by crystallization using EtOAc. The product was obtained as a white solid; Rf 0.1 (EtOAc); MS (ES+): 508 (M+H+).